Task: describe an organic reaction: reactants, conditions, products, and yield. Dataset: the Open Reaction Database (ORD), a public repository of structured organic reaction records The reactants are CN1C(=O)N(C(=O)C(C1=O)C(=O)OCC)C (1,3-dimethyl-5-ethoxycarbonylbarbituric acid), C(C)(C)C1=NC(=CC(=N1)OC1=CC=C(N)C=C1)C (4-(2-isopropyl-6-methylpyrimidin-4-yloxy)aniline). Run in C1(=CC=CC=C1)C (toluene). Yields the product CN1C(=O)N(C(=O)C(C1=O)C(NC1=CC=C(C=C1)OC1=NC(=NC(=C1)C)C(C)C)=O)C (1,3-Dimethyl-5-[4-(2-isopropyl-6-methylpyrimidin-4-yloxy)phenylcarbamoyl]barbituric acid). RXN SMILES: [CH3:1][N:2]1[C:9](=[O:10])[CH:8]([C:11]([O:13]CC)=O)[C:6](=[O:7])[N:5]([CH3:16])[C:3]1=[O:4].[CH:17]([C:20]1[N:25]=[C:24]([O:26][C:27]2[CH:33]=[CH:32][C:30]([NH2:31])=[CH:29][CH:28]=2)[CH:23]=[C:22]([CH3:34])[N:21]=1)([CH3:19])[CH3:18]>C1(C)C=CC=CC=1>[CH3:16][N:5]1[C:6](=[O:7])[CH:8]([C:11](=[O:13])[NH:31][C:30]2[CH:29]=[CH:28][C:27]([O:26][C:24]3[CH:23]=[C:22]([CH3:34])[N:21]=[C:20]([CH:17]([CH3:19])[CH3:18])[N:25]=3)=[CH:33][CH:32]=2)[C:9](=[O:10])[N:2]([CH3:1])[C:3]1=[O:4]. Procedure: 3.0 g (0.013 mole) of 1,3-dimethyl-5-ethoxycarbonylbarbituric acid and 3.2 g (0.013 mole) of 4-(2-isopropyl-6-methylpyrimidin-4-yloxy)aniline are suspended in 30 ml of toluene and heated for 18 hours at reflux temperature in an inert gas atmosphere (nitrogen). After cooling, the precipitate is isolated by filtration, washed with alcohol and dried. Starting materials: NC1=CC=C(C(=N1)OC)CC1=CC=C(C=C1)CC (6-amino-3-(4-ethylbenzyl)-2-methoxypyridine), Br (hydrobromic acid), C(C)(=O)O (acetic acid). Reaction conditions: temperature 95 celsius, time 2 hour. The product is C(C)(=O)NC1=CC=C(C(N1)=O)CC1=CC=C(C=C1)CC (6-(N-acetylamino)-3-(4-ethylbenzyl)-1H-pyridin-2-one). RXN SMILES: [NH2:1][C:2]1[N:7]=[C:6]([O:8]C)[C:5]([CH2:10][C:11]2[CH:16]=[CH:15][C:14]([CH2:17][CH3:18])=[CH:13][CH:12]=2)=[CH:4][CH:3]=1.Br.[C:20](O)(=[O:22])[CH3:21]>>[C:20]([NH:1][C:2]1[NH:7][C:6](=[O:8])[C:5]([CH2:10][C:11]2[CH:16]=[CH:15][C:14]([CH2:17][CH3:18])=[CH:13][CH:12]=2)=[CH:4][CH:3]=1)(=[O:22])[CH3:21]. Procedure: To a solution of tert-butyllithium (1.5 mol/L solution in hexane, 55 mL) in tetrahydrofuran (150 mL) was added 2-chloro-6-methoxypyridine (8.9 mL) at −78° C., and the mixture was stirred for 1 hour. After N,N-dimethylformamide (7.6 mL) was added to the reaction mixture, the resulting mixture was stirred for additionally 1.5 hours. To the reaction mixture was added acetic acid (8.6 mL), and the temperature was raised to room temperature. After saturated aqueous sodium bicarbonate solution was add... The reactants are FC1=C(C=CC(=C1)SC1=CC=C(C=C1)C(C)C)C1=CC=C(C=C1)CCC1(COC(OC1)(C)C)NC(C)=O (N-(5-{2-[2′-Fluoro-4′-(4-isopropylphenylthio)biphenyl-4-yl]ethyl}-2,2-dimethyl-1,3-dioxan-5-yl)acetamide), Cl (hydrochloric acid). Run in C(C)O (ethanol). Run at temperature 75 celsius, time 4 hour. The product is Cl.NC(CO)(CO)CCC1=CC=C(C=C1)C1=C(C=C(C=C1)SC1=CC=C(C=C1)C(C)C)F (2-amino-2-{2-[2′-fluoro-4′-(4-isopropylphenylthio)biphenyl-4-yl]ethyl}propane-1,3-diol hydrochloride). Reaction SMILES: [F:1][C:2]1[CH:7]=[C:6]([S:8][C:9]2[CH:14]=[CH:13][C:12]([CH:15]([CH3:17])[CH3:16])=[CH:11][CH:10]=2)[CH:5]=[CH:4][C:3]=1[C:18]1[CH:23]=[CH:22][C:21]([CH2:24][CH2:25][C:26]2([NH:34]C(=O)C)[CH2:31][O:30]C(C)(C)[O:28][CH2:27]2)=[CH:20][CH:19]=1.[ClH:38]>C(O)C>[ClH:38].[NH2:34][C:26]([CH2:25][CH2:24][C:21]1[CH:20]=[CH:19][C:18]([C:3]2[CH:4]=[CH:5][C:6]([S:8][C:9]3[CH:10]=[CH:11][C:12]([CH:15]([CH3:16])[CH3:17])=[CH:13][CH:14]=3)=[CH:7][C:2]=2[F:1])=[CH:23][CH:22]=1)([CH2:31][OH:30])[CH2:27][OH:28] |f:3.4|. Procedure details: N-(5-{2-[2′-Fluoro-4′-(4-isopropylphenylthio)biphenyl-4-yl]ethyl}-2,2-dimethyl-1,3-dioxan-5-yl)acetamide (0.24 g) was dissolved in ethanol (4 mL), concentrated hydrochloric acid (2 mL) was added, and the mixture was stirred at 75° C. for 4 hr. The reaction mixture was concentrated to dryness, and the residual solid was suspended in ethyl acetate and collected by filtration to give the title compound (141 mg) as white crystals. Yield: 97.3%. The solvent is CN(C=O)C (dimethylformamide). Run at time 20 hour. As a reaction SMILES: Cl[CH2:2][C:3]1[O:7][C:6]([C:8]([O:10][CH2:11][CH3:12])=[O:9])=[CH:5][CH:4]=1.[OH:13][CH:14]1[CH2:19][CH2:18][NH:17][CH2:16][CH2:15]1>CN(C)C=O>[OH:13][CH:14]1[CH2:19][CH2:18][N:17]([CH2:2][C:3]2[O:7][C:6]([C:8]([O:10][CH2:11][CH3:12])=[O:9])=[CH:5][CH:4]=2)[CH2:16][CH2:15]1. Reported procedure: In 45 ml of dimethylformamide was dissolved 6.0 g (31.8 mmol) of ethyl 5-chloromethyl-2-furancarboxylate followed by addition of 9.64 g (95.5 mmol) of 4-hydroxypiperidine and the mixture was stirred at room temperature for 20 hours. The solvent was then distilled off under reduced pressure and the residue was diluted with 100 ml of chloroform and washed with saturated aqueous sodium chloride solution twice. The organic layer was dried over anhydrous magnesium sulfate and the solvent was distille... The product is OC1CCN(CC1)CC1=CC=C(O1)C(=O)OCC (ethyl 5-(4-hydroxypiperidinomethyl)-2-furancarboxylate). Reactants: ClCC1=CC=C(O1)C(=O)OCC (ethyl 5-chloromethyl-2-furancarboxylate), OC1CCNCC1 (4-hydroxypiperidine).